Dataset: the Open Reaction Database (ORD), a public repository of structured organic reaction records. Task: describe an organic reaction: reactants, conditions, products, and yield The reactants are Cc1ccc(Oc2ccc(Nc3ncnc4ccc(C=CCNC(=O)OC(C)(C)C)cc34)cc2Cl)cn1, O=C([O-])[O-], ClCCl, Cl, [K+], [K+], C1CCOC1. RXN SMILES: [C:1]([O:2][C:3](=[O:4])[NH:7][CH2:8][CH:9]=[CH:10][c:11]1[cH:12][c:13]2[c:14]([NH:21][c:22]3[cH:23][c:24]([Cl:36])[c:25]([O:28][c:29]4[cH:30][n:31][c:32]([CH3:35])[cH:33][cH:34]4)[cH:26][cH:27]3)[n:15][cH:16][n:17][c:18]2[cH:19][cH:20]1)([CH3:5])([CH3:6])[CH3:37].[C:39](=[O:40])([O-:41])[O-:42].[CH2:45]([Cl:46])[Cl:47].[ClH:38].[K+:43].[K+:44].[O:48]1[CH2:49][CH2:50][CH2:51][CH2:52]1>>[NH2:7][CH2:8][CH:9]=[CH:10][c:11]1[cH:12][c:13]2[c:14]([NH:21][c:22]3[cH:23][c:24]([Cl:36])[c:25]([O:28][c:29]4[cH:30][n:31][c:32]([CH3:35])[cH:33][cH:34]4)[cH:26][cH:27]3)[n:15][cH:16][n:17][c:18]2[cH:19][cH:20]1. Yields the product Cc1ccc(Oc2ccc(Nc3ncnc4ccc(C=CCN)cc34)cc2Cl)cn1.